From a dataset of the Open Reaction Database (ORD), a public repository of structured organic reaction records. describe an organic reaction: reactants, conditions, products, and yield The reactants are O (water), COC1=C(C=C(C=C1)OC)S(=O)(=O)Cl (2,5-dimethoxybenzene-sulphonyl chloride), OS(=O)(=O)O (H2SO4), O (water), C(Cl)Cl (methylene chloride). The reagents and catalysts are [Zn] (zinc). The solvent is C1CCOC1 (THF), C1CCOC1 (THF). Conditions: time 8 hour. Yields the product COC1=C(C=C(C=C1)OC)S (2,5-dimethoxythiophenol). As a reaction SMILES: [CH3:1][O:2][C:3]1[CH:8]=[CH:7][C:6]([O:9][CH3:10])=[CH:5][C:4]=1[S:11](Cl)(=O)=O.OS(O)(=O)=O.O.C(Cl)Cl>C1COCC1.[Zn]>[CH3:1][O:2][C:3]1[CH:8]=[CH:7][C:6]([O:9][CH3:10])=[CH:5][C:4]=1[SH:11]. Procedure: 16 g of 2,5-dimethoxybenzene-sulphonyl chloride are dissolved in 100 ml of THF, while stirring, and a mixture of 20 ml of concentrated H2SO4 and 60 ml of water is then added, followed by 25 g of zinc dust, added in portions at 50°-55° and stirring is continued overnight at 20°. The THF is then stripped off and the mixture is worked up with water and methylene chloride to give 2,5-dimethoxythiophenol, b.p. 106°-108°/0.3 mm. Reactants: OCC1=CC=2N(C=C1)N=CC2C(=O)OC (methyl 5-(hydroxymethyl)pyrazolo[1,5-a]pyridine-3-carboxylate), [OH-].[Na+] (NaOH). The solvent is OS(=O)(=O)O (H2SO4). Yields the product N1=CC=C2N1C=CC(=C2)CO (Pyrazolo[1,5-a]pyridin-5-ylmethanol). RXN SMILES: [OH:1][CH2:2][C:3]1[CH:8]=[CH:7][N:6]2[N:9]=[CH:10][C:11](C(OC)=O)=[C:5]2[CH:4]=1.[OH-].[Na+]>OS(O)(=O)=O>[N:9]1[N:6]2[CH:7]=[CH:8][C:3]([CH2:2][OH:1])=[CH:4][C:5]2=[CH:11][CH:10]=1 |f:1.2|. Procedure details: A suspension of methyl 5-(hydroxymethyl)pyrazolo[1,5-a]pyridine-3-carboxylate Y-6 (1.9 g, 9.1 mmol) in 40% H2SO4 was stirred at 80° C. for 24 h, then neutralized with 3N NaOH to pH=7-8. The resulting mixture was extracted with ethyl acetate. The combined organic layers were washed with brine, dried over Na2SO4 and concentrated. The residue was purified by silica gel chromatography to afford the title compound (1.1 g). MS (m/z): 149 (M+1)+. Reactants: FC1=CC=C(C=C1)C(CCCN1C(CNCC1)C(=O)N)C1=CC=C(C=C1)F (1-[4,4-bis(4-fluorophenyl)butyl]-2-piperazinecarboxamide), ClCCC(=O)NC1=C(C=CC=C1C)C (3-chloro-N-(2,6-dimethylphenyl)propanamide), C([O-])([O-])=O.[Na+].[Na+] (sodium carbonate), [I-].[K+] (potassium iodide). The solvent is CC(CC(C)=O)C (4-methyl-2-pentanone), O (water). Product: NC(=O)C1CN(CCN1CCCC(C1=CC=C(C=C1)F)C1=CC=C(C=C1)F)CCC(=O)NC1=C(C=CC=C1C)C (3-(aminocarbonyl)-4-[4,4-bis(4-fluorophenyl)butyl]-N-(2,6-dimethylphenyl)-1-piperazinepropanamide). The yield is 70.8%. Reaction SMILES: [F:1][C:2]1[CH:7]=[CH:6][C:5]([CH:8]([C:21]2[CH:26]=[CH:25][C:24]([F:27])=[CH:23][CH:22]=2)[CH2:9][CH2:10][CH2:11][N:12]2[CH2:17][CH2:16][NH:15][CH2:14][CH:13]2[C:18]([NH2:20])=[O:19])=[CH:4][CH:3]=1.Cl[CH2:29][CH2:30][C:31]([NH:33][C:34]1[C:39]([CH3:40])=[CH:38][CH:37]=[CH:36][C:35]=1[CH3:41])=[O:32].C(=O)([O-])[O-].[Na+].[Na+].[I-].[K+]>O.CC(C)CC(=O)C>[NH2:20][C:18]([CH:13]1[N:12]([CH2:11][CH2:10][CH2:9][CH:8]([C:21]2[CH:22]=[CH:23][C:24]([F:27])=[CH:25][CH:26]=2)[C:5]2[CH:6]=[CH:7][C:2]([F:1])=[CH:3][CH:4]=2)[CH2:17][CH2:16][N:15]([CH2:29][CH2:30][C:31]([NH:33][C:34]2[C:39]([CH3:40])=[CH:38][CH:37]=[CH:36][C:35]=2[CH3:41])=[O:32])[CH2:14]1)=[O:19] |f:2.3.4,5.6|. Procedure details: A mixture of 3.7 parts of 1-[4,4-bis(4-fluorophenyl)butyl]-2-piperazinecarboxamide, 2.3 parts of 3-chloro-N-(2,6-dimethylphenyl)propanamide, 2.1 parts of sodium carbonate, 0.1 parts of potassium iodide and 200 parts of 4-methyl-2-pentanone was stirred and refluxed for 20 hours using a water-separator. The reaction mixture was cooled to room temperature and filtered. The filtrate was evaporated. The oily residue was purified by column-chromatography over silica gel using a mixture of trichloromet... Yields the product NC(C(=O)O)CC=1C=C(C=C(C1)CP(=O)(OCC)OCC)C1=CC=C(C=C1)Cl ((±)-α-Amino-3-(4'-chloro-5-(diethoxyphosphinyl)methyl-[1.1'-biphenyl]-3-yl) propanoic acid). Procedure: 4.6 g (±)-α-amino-3-(4'-chloro-5-(diethoxyphosphinyl)methyl [1.1'-biphenyl]-3-yl) propanoic acid ethyl ester, 1 equivalent of 1N sodium hydroxide and 4 parts by volume of tetrahydrofuran are stirred at room temperature for about 15 hours. The tetrahydrofuran is evaporated in vacuo. The residue is extracted with toluene/diethyl ether (1:1). The pH of the aqueous layer is adjusted to 5, whereby the heading compound crystallizes, m.p. 195°-205° (decomp.). Reactants: C(C)OC(C(CC=1C=C(C=C(C1)CP(=O)(OCC)OCC)C1=CC=C(C=C1)Cl)N)=O ((±)-α-amino-3-(4'-chloro-5-(diethoxyphosphinyl)methyl [1.1'-biphenyl]-3-yl) propanoic acid ethyl ester), [OH-].[Na+] (sodium hydroxide). Run in O1CCCC1 (tetrahydrofuran). Reaction SMILES: C([O:3][C:4](=[O:30])[CH:5]([NH2:29])[CH2:6][C:7]1[CH:8]=[C:9]([C:22]2[CH:27]=[CH:26][C:25]([Cl:28])=[CH:24][CH:23]=2)[CH:10]=[C:11]([CH2:13][P:14]([O:19][CH2:20][CH3:21])([O:16][CH2:17][CH3:18])=[O:15])[CH:12]=1)C.[OH-].[Na+]>O1CCCC1>[NH2:29][CH:5]([CH2:6][C:7]1[CH:8]=[C:9]([C:22]2[CH:23]=[CH:24][C:25]([Cl:28])=[CH:26][CH:27]=2)[CH:10]=[C:11]([CH2:13][P:14]([O:19][CH2:20][CH3:21])([O:16][CH2:17][CH3:18])=[O:15])[CH:12]=1)[C:4]([OH:30])=[O:3] |f:1.2|. RXN SMILES: [C:1](=[O:2])([OH:3])[CH2:4][O:5][CH2:6][CH:7]1[N:8]([C:17](=[O:18])[O:19][CH2:20][c:21]2[cH:22][cH:23][c:24]([N+:27](=[O:28])[O-:29])[cH:25][cH:26]2)[CH2:9][CH:10]([O:12][S:13](=[O:14])(=[O:15])[CH3:16])[CH2:11]1.[Cl:30][C:31]([O:32][CH2:33][CH:34]([CH3:35])[CH3:36])=[O:37].[O:38]1[CH2:39][CH2:40][CH2:41][CH2:42]1>>[CH2:1]([OH:2])[CH2:4][O:5][CH2:6][CH:7]1[N:8]([C:17](=[O:18])[O:19][CH2:20][c:21]2[cH:22][cH:23][c:24]([N+:27](=[O:28])[O-:29])[cH:25][cH:26]2)[CH2:9][CH:10]([O:12][S:13](=[O:14])(=[O:15])[CH3:16])[CH2:11]1. Product: CS(=O)(=O)OC1CC(COCCO)N(C(=O)OCc2ccc([N+](=O)[O-])cc2)C1. Starting materials: CS(=O)(=O)OC1CC(COCC(=O)O)N(C(=O)OCc2ccc([N+](=O)[O-])cc2)C1, CC(C)COC(=O)Cl, C1CCOC1. Reactants: BrC1=CC(=C(C=C1)NC1=NC=C2C(=N1)C1=C(CCC2)C(=NN1C)C(=O)NC1=C(C=CC=C1)CC)OC (9-[(4-bromo-2-methoxyphenyl)amino]-N-(2-ethylphenyl)-1-methyl-1,4,5,6-tetrahydropyrazolo[4′,3′:6,7]cyclohepta[1,2-d]pyrimidine-3-carboxamide), [Li]N([Si](C)(C)C)[Si](C)(C)C (LiN(TMS)2), CN1CCNCC1 (N-methylpiperazine). Reagents/catalysts: C=1C=CC(=CC1)/C=C/C(=O)/C=C/C2=CC=CC=C2.C=1C=CC(=CC1)/C=C/C(=O)/C=C/C2=CC=CC=C2.C=1C=CC(=CC1)/C=C/C(=O)/C=C/C2=CC=CC=C2.[Pd].[Pd] (Pd2(dba)3), C1(CCCCC1)P(C1=C(C=CC=C1)C1=C(C=CC=C1)N(C)C)C1CCCCC1 (2-dicyclohexylphosphino-2′-(N,N-dimethylamino)-biphenyl). The solvent is C1CCOC1 (THF). Conditions: temperature 85 celsius. Product: C(C)C1=C(C=CC=C1)NC(=O)C1=NN(C2=C1CCCC=1C2=NC(=NC1)NC1=C(C=C(C=C1)N1CCN(CC1)C)OC)C (N-(2-ethylphenyl)-9-{[2-methoxy-4-(4-methylpiperazin-1-yl)phenyl]amino}-1-methyl-1,4,5,6-tetrahydropyrazolo[4′,3′:6,7]cyclohepta[1,2-d]pyrimidine-3-carboxamide). Isolated yield 100.8%. As a reaction SMILES: Br[C:2]1[CH:7]=[CH:6][C:5]([NH:8][C:9]2[N:14]=[C:13]3[C:15]4[N:22]([CH3:23])[N:21]=[C:20]([C:24]([NH:26][C:27]5[CH:32]=[CH:31][CH:30]=[CH:29][C:28]=5[CH2:33][CH3:34])=[O:25])[C:16]=4[CH2:17][CH2:18][CH2:19][C:12]3=[CH:11][N:10]=2)=[C:4]([O:35][CH3:36])[CH:3]=1.[Li]N([Si](C)(C)C)[Si](C)(C)C.[CH3:47][N:48]1[CH2:53][CH2:52][NH:51][CH2:50][CH2:49]1>C1COCC1.C1C=CC(/C=C/C(/C=C/C2C=CC=CC=2)=O)=CC=1.C1C=CC(/C=C/C(/C=C/C2C=CC=CC=2)=O)=CC=1.C1C=CC(/C=C/C(/C=C/C2C=CC=CC=2)=O)=CC=1.[Pd].[Pd].C1(P(C2CCCCC2)C2C=CC=CC=2C2C=CC=CC=2N(C)C)CCCCC1>[CH2:33]([C:28]1[CH:29]=[CH:30][CH:31]=[CH:32][C:27]=1[NH:26][C:24]([C:20]1[C:16]2[CH2:17][CH2:18][CH2:19][C:12]3[C:13](=[N:14][C:9]([NH:8][C:5]4[CH:6]=[CH:7][C:2]([N:51]5[CH2:52][CH2:53][N:48]([CH3:47])[CH2:49][CH2:50]5)=[CH:3][C:4]=4[O:35][CH3:36])=[N:10][CH:11]=3)[C:15]=2[N:22]([CH3:23])[N:21]=1)=[O:25])[CH3:34] |f:4.5.6.7.8|. Reported procedure: Pd2(dba)3, (0.002 g, 0.002 mmol), 2-dicyclohexylphosphino-2′-(N,N-dimethylamino)-biphenyl (0.002 g, 0.005 mmol), 9-[(4-bromo-2-methoxyphenyl)amino]-N-(2-ethylphenyl)-1-methyl-1,4,5,6-tetrahydropyrazolo[4′,3′:6,7]cyclohepta[1,2-d]pyrimidine-3-carboxamide (0.040 g, 0.07 mmol) in THF (1 mL) were charged in a round-bottomed flask flushed with argon. The flask was evacuated and backfilled with argon. LiN(TMS)2 solution (1M in THF, 0.9 mL) and N-methylpiperazine (0.030 mL, 0.30 mmol) were added and th... The reactants are [H][H] (Hydrogen), C(C1=CC=CC=C1)OC([C@H]1N(CCC1)C([C@@H](NS(=O)(=O)C1=CC=CC=C1)[C@@H](C)CC)=O)=O (N-benzenesulfonyl-L-isoleucyl-L-proline benzylester), C([O-])(O)=O.[Na+] (sodium bicarbonate), Cl (hydrochloric acid). Reagents/catalysts: [C].[Pd] (palladium-carbon). The solvent is O (water), C(Cl)Cl (methylene chloride), CO (methanol), O (water), C(Cl)Cl (methylene chloride). The product is C1(=CC=CC=C1)S(=O)(=O)N[C@@H]([C@@H](C)CC)C(=O)N1[C@H](C(=O)O)CCC1 (N-benzenesulfonyl-L-isoleucyl-L-proline). Isolated yield 73.2%. RXN SMILES: C([O:8][C:9](=[O:32])[C@@H:10]1[CH2:14][CH2:13][CH2:12][N:11]1[C:15](=[O:31])[C@H:16]([C@H:27]([CH2:29][CH3:30])[CH3:28])[NH:17][S:18]([C:21]1[CH:26]=[CH:25][CH:24]=[CH:23][CH:22]=1)(=[O:20])=[O:19])C1C=CC=CC=1.C(=O)(O)[O-].[Na+].[H][H].Cl>CO.O.[C].[Pd].C(Cl)Cl>[C:21]1([S:18]([NH:17][C@H:16]([C:15]([N:11]2[CH2:12][CH2:13][CH2:14][C@H:10]2[C:9]([OH:32])=[O:8])=[O:31])[C@H:27]([CH2:29][CH3:30])[CH3:28])(=[O:20])=[O:19])[CH:22]=[CH:23][CH:24]=[CH:25][CH:26]=1 |f:1.2,7.8|. Procedure details: N-benzenesulfonyl-L-isoleucyl-L-proline benzylester (1.96 g, 4.3 mmole) was dissolved in methanol 40 ml ), and water (5 ml) solution of sodium bicarbonate (0.42 g, 5 mmole) was added thereto. Hydrogen gas was passed through the solution in the presence of 5% palladium-carbon as a catalyst for 3 hours. The catalyst was removed by filtration and the filtrate was concentrated under reduced pressure and the residue thus obtained was dissolved in water (20 ml), methylene chloride (100 ml) was added t... The reactants are ClC1=C(NC2=NN(C(C2)=O)C2=C(C=C(C=C2Cl)Cl)Cl)C=C(C=C1)[N+](=O)[O-] (3-(2-chloro-5-nitroanilino)-1-(2,4,6-trichlorophenyl)-2-pyrazolin-5-one), [H][H] (hydrogen). Reagents/catalysts: [Ni] (Raney nickel). Run in O1CCCC1 (tetrahydrofuran), CN(C=O)C (dimethylformamide). Product: ClC1=C(NC2=NN(C(C2)=O)C2=C(C=C(C=C2Cl)Cl)Cl)C=C(C=C1)N (2-chloro-5-aminoanilino-1-(2,4,6-trichlorophenyl)-2-pyrazolin-5-one). As a reaction SMILES: [Cl:1][C:2]1[CH:23]=[CH:22][C:21]([N+:24]([O-])=O)=[CH:20][C:3]=1[NH:4][C:5]1[CH2:9][C:8](=[O:10])[N:7]([C:11]2[C:16]([Cl:17])=[CH:15][C:14]([Cl:18])=[CH:13][C:12]=2[Cl:19])[N:6]=1.[H][H]>CN(C)C=O.O1CCCC1.[Ni]>[Cl:1][C:2]1[CH:23]=[CH:22][C:21]([NH2:24])=[CH:20][C:3]=1[NH:4][C:5]1[CH2:9][C:8](=[O:10])[N:7]([C:11]2[C:16]([Cl:17])=[CH:15][C:14]([Cl:18])=[CH:13][C:12]=2[Cl:19])[N:6]=1. Procedure: A solution of 50 g (0.115 mol) 3-(2-chloro-5-nitroanilino)-1-(2,4,6-trichlorophenyl)-2-pyrazolin-5-one in dimethylformamide and tetrahydrofuran was reduced with 35 psi hydrogen and Raney nickel catalyst. Removal of the catalyst by filtration and concentration of the filtrate gave 21 g (0.052 mol) light yellow solid 3-(2-chloro-5-aminoanilino-1-(2,4,6-trichlorophenyl)-2-pyrazolin-5-one. To an acetic acid solution containing 6.9 g (0.017 mol) of this amine and 9.5 g potassium acetate was added, in... The reactants are Cc1cc2c3c(c1)c1c(OCCN)cccc1n3C(c1ccccc1)CO2, CC(=O)OC(C)=O, CN(C)c1ccncc1, CN(C)C=O. Product: CC(=O)NCCOc1cccc2c1c1cc(C)cc3c1n2C(c1ccccc1)CO3. As a reaction SMILES: [CH3:1][c:2]1[cH:3][c:4]2[c:5]3[c:6]([O:24][CH2:25][CH2:26][NH2:27])[cH:7][cH:8][cH:9][c:10]3[n:11]3[c:12]2[c:13]([cH:14]1)[O:15][CH2:16][CH:17]3[c:18]1[cH:19][cH:20][cH:21][cH:22][cH:23]1.[CH3:28][C:29](=[O:30])[O:31][C:32](=[O:33])[CH3:34].[CH3:40][N:41]([c:42]1[cH:43][cH:44][n:45][cH:46][cH:47]1)[CH3:48].[O:35]=[CH:36][N:37]([CH3:38])[CH3:39]>>[CH3:1][c:2]1[cH:3][c:4]2[c:5]3[c:6]([O:24][CH2:25][CH2:26][NH:27][C:29]([CH3:28])=[O:30])[cH:7][cH:8][cH:9][c:10]3[n:11]3[c:12]2[c:13]([cH:14]1)[O:15][CH2:16][CH:17]3[c:18]1[cH:19][cH:20][cH:21][cH:22][cH:23]1. Reactants: CO, Cc1nn(-c2ccc(Cl)nn2)c(-c2ccccc2)c1C(C)C(=O)[O-], [Na+], [OH-]. Product: Cc1nn(-c2ccc(Cl)nn2)c(-c2ccccc2)c1CC(=O)O. RXN SMILES: [CH3:27][OH:28].[CH3:3][CH:4]([C:5](=[O:6])[O-:7])[c:8]1[c:9]([CH3:26])[n:10][n:11](-[c:19]2[n:20][n:21][c:22]([Cl:25])[cH:23][cH:24]2)[c:12]1-[c:13]1[cH:14][cH:15][cH:16][cH:17][cH:18]1.[Na+:2].[OH-:1]>>[CH2:4]([C:5](=[O:6])[OH:7])[c:8]1[c:9]([CH3:26])[n:10][n:11](-[c:19]2[n:20][n:21][c:22]([Cl:25])[cH:23][cH:24]2)[c:12]1-[c:13]1[cH:14][cH:15][cH:16][cH:17][cH:18]1.